Dataset: the Open Reaction Database (ORD), a public repository of structured organic reaction records. Task: describe an organic reaction: reactants, conditions, products, and yield Solvent: O1CCCC1. The yield is 93.0%. The reactants are O=CC=1C=CC=C(Cl)C1. Reaction conditions: temperature 90 celsius, time 12 hour. The reagents and catalysts are O1B(OC(C)(C)C1(C)C)B2OC(C)(C)C(O2)(C)C, O1BOC(C)(C)C1(C)C, NC, N=1C=C(C(=C2C=CC3=C(N=CC(=C3C)C)C12)C)C, C[OH2+].C[OH2+].C1CC=CCCC=C1.C1CC=CCCC=C1.[Ir].[Ir]. The product is O=CC1=CC(Cl)=CC(=C1)B2OC(C)(C)C(O2)(C)C. The reactants are C(C)SC=1SC(C(N1)=O)=CC=1C=C2C=NN(C2=CC1)CC1=C(C=C(C=C1)C(C)(C)O)C(F)(F)F (2-Ethylsulfanyl-5-{1-[4-(1-hydroxy-1-methyl-ethyl)-2-trifluoromethyl-benzyl]-1H-indazol-5-ylmethylene}-thiazol-4-one), CNCC(=O)O (N-Methyl Glycine). Yields the product OC(C)(C)C1=CC(=C(CN2N=CC3=CC(=CC=C23)C=C2C(N=C(S2)N(C)CC(=O)O)=O)C=C1)C(F)(F)F ([(5-{1-[4-(1-Hydroxy-1-methyl-ethyl)-2-trifluoromethyl-benzyl]-1H-indazol-5-ylmethylene}-4-oxo-4,5-dihydro-thiazol-2-yl)-methyl-amino]-acetic acid). RXN SMILES: C(S[C:4]1[S:5][C:6](=[CH:10][C:11]2[CH:12]=[C:13]3[C:17](=[CH:18][CH:19]=2)[N:16]([CH2:20][C:21]2[CH:26]=[CH:25][C:24]([C:27]([OH:30])([CH3:29])[CH3:28])=[CH:23][C:22]=2[C:31]([F:34])([F:33])[F:32])[N:15]=[CH:14]3)[C:7](=[O:9])[N:8]=1)C.[CH3:35][NH:36][CH2:37][C:38]([OH:40])=[O:39]>>[OH:30][C:27]([C:24]1[CH:25]=[CH:26][C:21]([CH2:20][N:16]2[C:17]3[C:13](=[CH:12][C:11]([CH:10]=[C:6]4[S:5][C:4]([N:36]([CH2:37][C:38]([OH:40])=[O:39])[CH3:35])=[N:8][C:7]4=[O:9])=[CH:19][CH:18]=3)[CH:14]=[N:15]2)=[C:22]([C:31]([F:33])([F:32])[F:34])[CH:23]=1)([CH3:29])[CH3:28]. Reported procedure: [(5-{1-[4-(1-Hydroxy-1-methyl-ethyl)-2-trifluoromethyl-benzyl]-1H-indazol-5-ylmethylene}-4-oxo-4,5-dihydro-thiazol-2-yl)-methyl-amino]-acetic acid was prepared from 2-Ethylsulfanyl-5-{1-[4-(1-hydroxy-1-methyl-ethyl)-2-trifluoromethyl-benzyl]-1H-indazol-5-ylmethylene}-thiazol-4-one and N-Methyl Glycine following General Procedure C. Starting materials: CCOCC, CC(O)c1cc(Cl)cc2c1OCCO2, ClCCl, O=[Cr](=O)([O-])Cl, c1cc[nH+]cc1. The product is CC(=O)c1cc(Cl)cc2c1OCCO2. Reaction SMILES: [CH3:26][CH2:27][O:28][CH2:29][CH3:30].[Cl:1][c:2]1[cH:3][c:4]2[c:5]([c:10]([CH:12]([CH3:13])[OH:14])[cH:11]1)[O:6][CH2:7][CH2:8][O:9]2.[Cl:31][CH2:32][Cl:33].[O:15]=[Cr:16]([Cl:17])([O-:18])=[O:19].[nH+:20]1[cH:21][cH:22][cH:23][cH:24][cH:25]1>>[Cl:1][c:2]1[cH:3][c:4]2[c:5]([c:10]([C:12]([CH3:13])=[O:14])[cH:11]1)[O:6][CH2:7][CH2:8][O:9]2. Product: CCOC(=O)C#CC(O)c1cc(OC)c(OC)c(OC)c1. As a reaction SMILES: [CH2:1]([Li:2])[CH2:3][CH2:4][CH3:5].[CH3:13][O:14][c:15]1[cH:16][c:17]([CH:18]=[O:19])[cH:20][c:21]([O:25][CH3:26])[c:22]1[O:23][CH3:24].[CH3:34][CH2:35][O:36][C:37](=[O:38])[CH3:39].[CH3:6][CH2:7][O:8][C:9](=[O:10])[C:11]#[CH:12].[Cl-:27].[NH4+:28].[O:29]1[CH2:30][CH2:31][CH2:32][CH2:33]1>>[CH3:6][CH2:7][O:8][C:9](=[O:10])[C:11]#[C:12][CH:18]([c:17]1[cH:16][c:15]([O:14][CH3:13])[c:22]([O:23][CH3:24])[c:21]([O:25][CH3:26])[cH:20]1)[OH:19]. The reactants are [Li]CCCC, COc1cc(C=O)cc(OC)c1OC, CCOC(C)=O, C#CC(=O)OCC, [Cl-], [NH4+], C1CCOC1.